Dataset: the Open Reaction Database (ORD), a public repository of structured organic reaction records. Task: describe an organic reaction: reactants, conditions, products, and yield The reactants are C1CCOC1, CO, [Li+], CCOC(=O)C(N=[N+]=[N-])C(O)C(Cc1ccccc1)NC(=O)OC(C)(C)C, [OH-]. The product is CC(C)(C)OC(=O)NC(Cc1ccccc1)C(O)C(N=[N+]=[N-])C(=O)O. As a reaction SMILES: [CH2:32]1[O:33][CH2:34][CH2:35][CH2:36]1.[CH3:30][OH:31].[Li+:29].[N:1](=[N+:2]=[N-:3])[CH:4]([C:5](=[O:6])[O:7][CH2:8][CH3:9])[CH:10]([CH:11]([CH2:12][c:13]1[cH:14][cH:15][cH:16][cH:17][cH:18]1)[NH:19][C:20](=[O:21])[O:22][C:23]([CH3:24])([CH3:25])[CH3:26])[OH:27].[OH-:28]>>[N:1](=[N+:2]=[N-:3])[CH:4]([C:5](=[O:6])[OH:7])[CH:10]([CH:11]([CH2:12][c:13]1[cH:14][cH:15][cH:16][cH:17][cH:18]1)[NH:19][C:20](=[O:21])[O:22][C:23]([CH3:24])([CH3:25])[CH3:26])[OH:27]. Starting materials: O=C(Br)CBr, CCOC(C)=O, CCCCCC, O=C1C2CCCC2Nc2ccccc2N1Cc1ccccc1F. Yields the product O=C1C2CCCC2N(C(=O)CBr)c2ccccc2N1Cc1ccccc1F. RXN SMILES: [Br:24][CH2:25][C:26](=[O:27])[Br:28].[C:35]([O:36][CH2:37][CH3:38])(=[O:39])[CH3:40].[CH3:29][CH2:30][CH2:31][CH2:32][CH2:33][CH3:34].[F:1][c:2]1[c:3]([CH2:4][N:5]2[c:6]3[c:7]([cH:16][cH:17][cH:18][cH:19]3)[NH:8][CH:9]3[CH:10]([C:11]2=[O:12])[CH2:13][CH2:14][CH2:15]3)[cH:20][cH:21][cH:22][cH:23]1>>[F:1][c:2]1[c:3]([CH2:4][N:5]2[c:6]3[c:7]([cH:16][cH:17][cH:18][cH:19]3)[N:8]([C:26]([CH2:25][Br:24])=[O:27])[CH:9]3[CH:10]([C:11]2=[O:12])[CH2:13][CH2:14][CH2:15]3)[cH:20][cH:21][cH:22][cH:23]1. The reactants are Cl.C(C1=CC=CC=C1)ON (O-Benzylhydroxylamine hydrochloride), C(=O)(OC(C)(C)C)OC(=O)OC(C)(C)C (di-tert-butyl dicarbonate), CN1CCOCC1 (N-methyl morpholine), CI (methyl iodide), [H-].[Na+] (NaH). Run in ClCCl (dichloromethane), C1CCOC1 (THF), CCOCC (ether). Conditions: time 16 hour. The product is Cl.CNOCC1=CC=CC=C1 (N-methyl-O-benzylhydroxylamine hydrochloride). Reaction SMILES: [ClH:1].[CH2:2]([O:9][NH2:10])[C:3]1[CH:8]=[CH:7][CH:6]=[CH:5][CH:4]=1.[C:11](OC(OC(C)(C)C)=O)(OC(C)(C)C)=O.CN1CCOCC1.CI.[H-].[Na+]>ClCCl.CCOCC.C1COCC1>[ClH:1].[CH3:11][NH:10][O:9][CH2:2][C:3]1[CH:8]=[CH:7][CH:6]=[CH:5][CH:4]=1 |f:0.1,5.6,10.11|. Procedure details: O-Benzylhydroxylamine hydrochloride (1.59 g, 0.01 mol), di-tert-butyl dicarbonate (2.18 g, 0.01 mol) and N-methyl morpholine (1.1 mL, 0.01 mol) in dichloromethane (40 mL) were stirred at room temperature for 16 hours. The reaction mixture was diluted with ether, washed with 10% NaHSO4, then brine, dried over (Na2SO4), and concentrated. The residue was treated with methyl iodide (1.6 mL, 0.025 mmol) in the presence of NaH (0.4 g, 0.01 mol) in THF at 0° C., then stirred at room temperature for 16 ... The reactants are OC=1C=C(C=CC=O)C=CC1 (3-hydroxycinnamaldehyde), NNC(=S)N (thiosemicarbazide). Product: OC=1C=C(C=CC=NNC(=S)N)C=CC1 (3-hydroxycinnamaldehyde Thiosemicarbazone). Yield: 28.0%. Reaction SMILES: [OH:1][C:2]1[CH:3]=[C:4]([CH:9]=[CH:10][CH:11]=1)[CH:5]=[CH:6][CH:7]=O.[NH2:12][NH:13][C:14]([NH2:16])=[S:15]>>[OH:1][C:2]1[CH:3]=[C:4]([CH:9]=[CH:10][CH:11]=1)[CH:5]=[CH:6][CH:7]=[N:12][NH:13][C:14]([NH2:16])=[S:15]. Procedure: The compound is prepared according to the method described in example 1A from 3-hydroxycinnamaldehyde (6 mmoles) and from thiosemicarbazide (6 mmoles). Yield 28%. Starting materials: O[C@H]1CC[C@H](CC1)NC(=O)NC12CC3CC(CC(C1)C3)C2 (cis-1-(4-Hydroxy-cyclohexyl)-3-tricyclo[3.3.1.13,7]decan-1-yl-urea), [H-].[Na+] (sodium hydride), C(C1=CC=CC=C1)O[C@@H]1CC[C@H](CC1)NC(=O)NC12CC3CC(CC(C1)C3)C2 (trans-1-(4-Benzyloxy-cyclohexyl)-3-tricyclo[3.3.1.13,7]decan-1-yl-urea), C(C1=CC=CC=C1)Br (benzyl bromide). Product: C(C1=CC=CC=C1)O[C@H]1CC[C@H](CC1)NC(=O)NC12CC3CC(CC(C1)C3)C2 (cis-1-(4-Benzyloxy-cyclohexyl)-3-tricyclo[3.3.1.13,7]decan-1-yl-urea). Isolated yield 60.0%. Reaction SMILES: O[C@@H]1CC[C@H](NC(NC23CC4CC(CC(C4)C2)C3)=O)CC1.[CH2:22]([O:29][C@H:30]1[CH2:35][CH2:34][C@H:33]([NH:36][C:37]([NH:39][C:40]23[CH2:49][CH:44]4[CH2:45][CH:46]([CH2:48][CH:42]([CH2:43]4)[CH2:41]2)[CH2:47]3)=[O:38])[CH2:32][CH2:31]1)[C:23]1[CH:28]=[CH:27][CH:26]=[CH:25][CH:24]=1.C(Br)C1C=CC=CC=1.[H-].[Na+]>>[CH2:22]([O:29][C@@H:30]1[CH2:35][CH2:34][C@H:33]([NH:36][C:37]([NH:39][C:40]23[CH2:47][CH:46]4[CH2:48][CH:42]([CH2:43][CH:44]([CH2:45]4)[CH2:49]2)[CH2:41]3)=[O:38])[CH2:32][CH2:31]1)[C:23]1[CH:24]=[CH:25][CH:26]=[CH:27][CH:28]=1 |f:3.4|. Procedure details: Compound 1078 (2.22 g, 60%) was synthesized from compound 1077 (0.29 g, 1 mmol) by the same method) as that described for compound 1032 with benzyl bromide (0.20 g, 1.2 mmol) and 60% sodium hydride (0.06 g, 1.5 mmol). Yield: 0.35 g (92% of theory). M.P.: 181° C. 1H NMR (300 MHz, CDCl3): δ 7.43-7.24 (m, 5H), 4.49 (s, 2H), 4.11 (d, J=8.3 Hz, 1H), 4.02 (s, 1H), 3.66-3.51 (m, 2H), 2.23-1.07 (m, 23H).